Dataset: the Open Reaction Database (ORD), a public repository of structured organic reaction records. Task: describe an organic reaction: reactants, conditions, products, and yield The reactants are C[O-], CCOC(=O)c1n[nH]c2cc(OC)c(OC)cc12, CS(C)=O, ClCc1cn(C(c2ccccc2)(c2ccccc2)c2ccccc2)cn1, [Li+]. Product: CCOC(=O)c1nn(Cc2cn(C(c3ccccc3)(c3ccccc3)c3ccccc3)cn2)c2cc(OC)c(OC)cc12. Reaction SMILES: [CH3:19][O-:20].[CH3:1][O:2][c:3]1[cH:4][c:5]2[c:6]([C:14](=[O:15])[O:16][CH2:17][CH3:18])[n:7][nH:8][c:9]2[cH:10][c:11]1[O:12][CH3:13].[CH3:48][S:49](=[O:50])[CH3:51].[Cl:22][CH2:23][c:24]1[n:25][cH:26][n:27]([C:29]([c:30]2[cH:31][cH:32][cH:33][cH:34][cH:35]2)([c:36]2[cH:37][cH:38][cH:39][cH:40][cH:41]2)[c:42]2[cH:43][cH:44][cH:45][cH:46][cH:47]2)[cH:28]1.[Li+:21]>>[CH3:1][O:2][c:3]1[cH:4][c:5]2[c:6]([C:14](=[O:15])[O:16][CH2:17][CH3:18])[n:7][n:8]([CH2:23][c:24]3[n:25][cH:26][n:27]([C:29]([c:30]4[cH:31][cH:32][cH:33][cH:34][cH:35]4)([c:36]4[cH:37][cH:38][cH:39][cH:40][cH:41]4)[c:42]4[cH:43][cH:44][cH:45][cH:46][cH:47]4)[cH:28]3)[c:9]2[cH:10][c:11]1[O:12][CH3:13]. The reactants are CC([O-])=S, CC(C)=O, ClCCCc1ccc2ncccc2c1, [K+]. The product is CC(=O)SCCCc1ccc2ncccc2c1. As a reaction SMILES: [C:15]([CH3:16])(=[S:17])[O-:18].[CH3:20][C:21](=[O:22])[CH3:23].[Cl:1][CH2:2][CH2:3][CH2:4][c:5]1[cH:6][c:7]2[cH:8][cH:9][cH:10][n:11][c:12]2[cH:13][cH:14]1.[K+:19]>>[CH2:2]([CH2:3][CH2:4][c:5]1[cH:6][c:7]2[cH:8][cH:9][cH:10][n:11][c:12]2[cH:13][cH:14]1)[S:17][C:15]([CH3:16])=[O:18].